Task: describe an organic reaction: reactants, conditions, products, and yield. Dataset: the Open Reaction Database (ORD), a public repository of structured organic reaction records Starting materials: COC(=O)/C=C/C1=CC(=C(C(=C1)C)/C=C/C1=C(C=C(C(=O)OCC2=CC=CC=C2)C=C1)[N+](=O)[O-])C (benzyl 4-{(E)-2-[4-((E)-2-methoxycarbonylvinyl)-2,6-dimethylphenyl]-vinyl}-3-nitrobenzoate), P(OC)(OC)OC (trimethyl phosphite). Reaction conditions: temperature 110 celsius. Yields the product COC(=O)/C=C/C1=CC(=C(C(=C1)C)C=1NC2=CC(=CC=C2C1)C(=O)OCC1=CC=CC=C1)C (Benzyl 2-[4-((E)-2-methoxycarbonylvinyl)-2,6-dimethylphenyl]-1H-indole-6-carboxylate). RXN SMILES: [CH3:1][O:2][C:3](/[CH:5]=[CH:6]/[C:7]1[CH:12]=[C:11]([CH3:13])[C:10](/[CH:14]=[CH:15]/[C:16]2[CH:31]=[CH:30][C:19]([C:20]([O:22][CH2:23][C:24]3[CH:29]=[CH:28][CH:27]=[CH:26][CH:25]=3)=[O:21])=[CH:18][C:17]=2[N+:32]([O-])=O)=[C:9]([CH3:35])[CH:8]=1)=[O:4].P(OC)(OC)OC>>[CH3:1][O:2][C:3](/[CH:5]=[CH:6]/[C:7]1[CH:12]=[C:11]([CH3:13])[C:10]([C:14]2[NH:32][C:17]3[C:16]([CH:15]=2)=[CH:31][CH:30]=[C:19]([C:20]([O:22][CH2:23][C:24]2[CH:29]=[CH:28][CH:27]=[CH:26][CH:25]=2)=[O:21])[CH:18]=3)=[C:9]([CH3:35])[CH:8]=1)=[O:4]. Procedure: A mixture of benzyl 4-{(E)-2-[4-((E)-2-methoxycarbonylvinyl)-2,6-dimethylphenyl]-vinyl}-3-nitrobenzoate (1.87 g, 3.97 mmol) and trimethyl phosphite (5.0 mL, 5.26 g, 42 mmol) was heated at 110° C. for 3 h. The solvent was removed under reduced pressure and the residue chromatographed using a 10-50% gradient of heptane/ethyl acetate to give the title compound. The reactants are CCC#CCOS(=O)(=O)c1ccc(C)cc1, C[O-], CO, [Na+], COc1cc(CCNC=O)ccc1O. Product: CCC#CCOc1ccc(CCNC=O)cc1OC. RXN SMILES: [CH2:18]([C:19]#[C:20][CH2:21][CH3:22])[O:23][S:24]([c:25]1[cH:26][cH:27][c:28]([CH3:29])[cH:30][cH:31]1)(=[O:32])=[O:33].[CH3:1][O-:2].[CH3:34][OH:35].[Na+:3].[OH:4][c:5]1[c:6]([O:16][CH3:17])[cH:7][c:8]([CH2:11][CH2:12][NH:13][CH:14]=[O:15])[cH:9][cH:10]1>>[O:4]([c:5]1[c:6]([O:16][CH3:17])[cH:7][c:8]([CH2:11][CH2:12][NH:13][CH:14]=[O:15])[cH:9][cH:10]1)[CH2:18][C:19]#[C:20][CH2:21][CH3:22]. The reactants are C(C)(=O)C1(C(C(C(OC1)=O)=O)=O)C(C)=O (diacetyltetrahydropyrantrione), [H][H] (hydrogen), [H][H] (hydrogen), C(C)O.O (ethanol water). The reagents and catalysts are [Pt]=O (platinum oxide). Product: C(C)(=O)C1C(OC(C(=C1O)CC)=O)=O (3-acetyl-5-ethyl-4-hydroxy-2H-pyran-2,6-(3H)-dione). Reaction SMILES: C([C:4]1([C:13](=[O:15])[CH3:14])[CH2:9][O:8][C:7](=[O:10])[C:6](=O)[C:5]1=[O:12])(=O)C.[H][H].[CH2:18](O)[CH3:19].[OH2:21]>[Pt]=O>[C:13]([CH:4]1[C:5]([OH:12])=[C:6]([CH2:18][CH3:19])[C:7](=[O:10])[O:8][C:9]1=[O:21])(=[O:15])[CH3:14] |f:2.3|. Procedure: A mixture of 2.14 g (0.01 m) of diacetyltetrahydropyrantrione (prepared by the method of J. Chem. Soc., 2721 (1971) and Ann., 273 194 (1893), Belgian Pat. No. 835,266) in 200 ml of ethanol:water (1:3) was shaken at 60 psi of hydrogen in the presence of prereduced platinum oxide catalyst (0.4 g) until hydrogen uptake was complete. The catalyst was removed by filtration. The filtrate was concentrated. The residue was recrystallized from ethyl acetate to give 3-acetyl-5-ethyl-4-hydroxy-2H-pyran-2,6... Reactants: NC=1C=C(C(=O)OC)C=C(C1OC1=CC(=CC=C1)OC)OCCOC1OCCCC1 (methyl 3-amino-4-(3-methoxy-phenoxy)-5-[2-(tetrahydro-pyran-2-yloxy)-ethoxy]-benzoate), CSC1=CC=C(C=C1)S(=O)(=O)Cl (4-methylsulphanylbenzenesulphonyl chloride). Product: COC=1C=C(OC2=C(C=C(C(=O)OC)C=C2OCCOC2OCCCC2)NS(=O)(=O)C2=CC=C(C=C2)SC)C=CC1 (methyl 4-(3-methoxy-phenoxy)-3-(4-methylsulphanyl-benzenesulphonylamino)-5-[2-(tetrahydro-pyran-2-yloxy)-ethoxy]-benzoate). As a reaction SMILES: [NH2:1][C:2]1[CH:3]=[C:4]([CH:9]=[C:10]([O:21][CH2:22][CH2:23][O:24][CH:25]2[CH2:30][CH2:29][CH2:28][CH2:27][O:26]2)[C:11]=1[O:12][C:13]1[CH:18]=[CH:17][CH:16]=[C:15]([O:19][CH3:20])[CH:14]=1)[C:5]([O:7][CH3:8])=[O:6].[CH3:31][S:32][C:33]1[CH:38]=[CH:37][C:36]([S:39](Cl)(=[O:41])=[O:40])=[CH:35][CH:34]=1>>[CH3:20][O:19][C:15]1[CH:14]=[C:13]([CH:18]=[CH:17][CH:16]=1)[O:12][C:11]1[C:10]([O:21][CH2:22][CH2:23][O:24][CH:25]2[CH2:30][CH2:29][CH2:28][CH2:27][O:26]2)=[CH:9][C:4]([C:5]([O:7][CH3:8])=[O:6])=[CH:3][C:2]=1[NH:1][S:39]([C:36]1[CH:35]=[CH:34][C:33]([S:32][CH3:31])=[CH:38][CH:37]=1)(=[O:40])=[O:41]. Reported procedure: Analogously to Example 86, by condensing methyl 3-amino-4-(3-methoxy-phenoxy)-5-[2-(tetrahydro-pyran-2-yloxy)-ethoxy]-benzoate with 4-methylsulphanylbenzenesulphonyl chloride there was obtained methyl 4-(3-methoxy-phenoxy)-3-(4-methylsulphanyl-benzenesulphonylamino)-5-[2-(tetrahydro-pyran-2-yloxy)-ethoxy]-benzoate and therefrom by treatment with 5.5M HCl there was obtained methyl 3-(2-hydroxy-ethoxy)-4-(3-methoxy-phenoxy)-5-(4-methylsulphanyl-benzenesulphonylamino)-benzoate. Starting materials: Br, CC(=O)O, COC(=O)c1ccc2c(c1)nc(NCCc1ccncc1)c1nnc(OC)n12. The product is COC(=O)c1ccc2c(c1)nc(NCCc1ccncc1)c1n[nH]c(=O)n12. As a reaction SMILES: [BrH:29].[C:30]([OH:31])(=[O:32])[CH3:33].[CH3:1][O:2][C:3](=[O:4])[c:5]1[cH:6][c:7]2[n:8][c:9]([NH:20][CH2:21][CH2:22][c:23]3[cH:24][cH:25][n:26][cH:27][cH:28]3)[c:10]3[n:11]([c:12]2[cH:13][cH:14]1)[c:15]([O:18][CH3:19])[n:16][n:17]3>>[CH3:1][O:2][C:3](=[O:4])[c:5]1[cH:6][c:7]2[n:8][c:9]([NH:20][CH2:21][CH2:22][c:23]3[cH:24][cH:25][n:26][cH:27][cH:28]3)[c:10]3[n:11]([c:12]2[cH:13][cH:14]1)[c:15](=[O:18])[nH:16][n:17]3. Starting materials: C(O)([O-])=O.[Na+] (sodium hydrogen carbonate), Cl.Cl.C1(=CC=CC2=CC=CC=C12)NCCN (N-1-naphthylethylenediamine dihydrochloride), resultant mixture. Run in C(Cl)(Cl)Cl (chloroform). The product is C1(=CC=CC2=CC=CC=C12)NCCN (N-1-Naphthylethylenediamine). Yield: 57.8%. As a reaction SMILES: Cl.Cl.[C:3]1([NH:13][CH2:14][CH2:15][NH2:16])[C:12]2[C:7](=[CH:8][CH:9]=[CH:10][CH:11]=2)[CH:6]=[CH:5][CH:4]=1.C(=O)([O-])O.[Na+]>C(Cl)(Cl)Cl>[C:3]1([NH:13][CH2:14][CH2:15][NH2:16])[C:12]2[C:7](=[CH:8][CH:9]=[CH:10][CH:11]=2)[CH:6]=[CH:5][CH:4]=1 |f:0.1.2,3.4|. Reported procedure: To a suspension of N-1-naphthylethylenediamine dihydrochloride (746 mg, 2.88 mmol) in chloroform (50 ml), a saturated solution of sodium hydrogen carbonate (50 ml) was added, and the resultant mixture was stirred. The organic layer was collected, washed with a saturated solution of sodium chloride twice, dried over anhydrous sodium sulfate and concentrated to give Compound (7) (310 mg) as an oil. Yield, 58%.